Dataset: the Open Reaction Database (ORD), a public repository of structured organic reaction records. Task: describe an organic reaction: reactants, conditions, products, and yield Starting materials: O=Cc1c(Br)ccc(OC(F)(F)F)c1F, CCCCCc1ccc(OB(O)O)cc1, COCCOC, COC(C)(C)C, [Cs+], [F-], O, c1ccc(P(c2ccccc2)(c2ccccc2)[Pd](P(c2ccccc2)(c2ccccc2)c2ccccc2)(P(c2ccccc2)(c2ccccc2)c2ccccc2)P(c2ccccc2)(c2ccccc2)c2ccccc2)cc1. Yields the product CCCCCc1ccc(-c2ccc(OC(F)(F)F)c(F)c2C=O)cc1. Reaction SMILES: [Br:1][c:2]1[c:3]([CH:4]=[O:5])[c:6]([F:15])[c:7]([O:10][C:11]([F:12])([F:13])[F:14])[cH:8][cH:9]1.[CH2:16]([CH2:17][CH2:18][CH2:19][CH3:20])[c:21]1[cH:22][cH:23][c:24]([O:27][B:28]([OH:29])[OH:30])[cH:25][cH:26]1.[CH2:39]([CH2:40][O:41][CH3:42])[O:43][CH3:44].[CH3:33][O:34][C:35]([CH3:36])([CH3:37])[CH3:38].[Cs+:32].[F-:31].[OH2:122].[cH:45]1[cH:46][cH:47][c:48]([P:49]([Pd:50]([P:51]([c:52]2[cH:53][cH:54][cH:55][cH:56][cH:57]2)([c:58]2[cH:59][cH:60][cH:61][cH:62][cH:63]2)[c:64]2[cH:65][cH:66][cH:67][cH:68][cH:69]2)([P:70]([c:71]2[cH:72][cH:73][cH:74][cH:75][cH:76]2)([c:77]2[cH:78][cH:79][cH:80][cH:81][cH:82]2)[c:83]2[cH:84][cH:85][cH:86][cH:87][cH:88]2)[P:89]([c:90]2[cH:91][cH:92][cH:93][cH:94][cH:95]2)([c:96]2[cH:97][cH:98][cH:99][cH:100][cH:101]2)[c:102]2[cH:103][cH:104][cH:105][cH:106][cH:107]2)([c:108]2[cH:109][cH:110][cH:111][cH:112][cH:113]2)[c:114]2[cH:115][cH:116][cH:117][cH:118][cH:119]2)[cH:120][cH:121]1>>[c:2]1(-[c:24]2[cH:23][cH:22][c:21]([CH2:16][CH2:17][CH2:18][CH2:19][CH3:20])[cH:26][cH:25]2)[c:3]([CH:4]=[O:5])[c:6]([F:15])[c:7]([O:10][C:11]([F:12])([F:13])[F:14])[cH:8][cH:9]1.